This data is from the Open Reaction Database (ORD), a public repository of structured organic reaction records. The task is: describe an organic reaction: reactants, conditions, products, and yield The reactants are O=Cc1ccc(OCCBr)cc1, CC(=O)Nc1cc[nH]c(=O)n1, [K+], [K+], O=C([O-])[O-]. Yields the product CC(=O)Nc1ccn(CCOc2ccc(C=O)cc2)c(=O)n1. RXN SMILES: [Br:12][CH2:13][CH2:14][O:15][c:16]1[cH:17][cH:18][c:19]([CH:20]=[O:21])[cH:22][cH:23]1.[C:1]([CH3:2])(=[O:3])[NH:4][c:5]1[n:6][c:7](=[O:11])[nH:8][cH:9][cH:10]1.[K+:24].[K+:25].[O-:26][C:27]([O-:28])=[O:29]>>[C:1]([CH3:2])(=[O:3])[NH:4][c:5]1[n:6][c:7](=[O:11])[n:8]([CH2:13][CH2:14][O:15][c:16]2[cH:17][cH:18][c:19]([CH:20]=[O:21])[cH:22][cH:23]2)[cH:9][cH:10]1. Reactants: [K+], [K+], Cc1ccc(S(=O)(=O)Sc2cc(C)c(N)cc2C(C)(C)C)cc1, O=C([O-])[O-], CN(C)C=O, CC(C)C1(CCc2ccc(O)cc2)CC(O)=CC(=O)O1. Product: Cc1cc(SC2=C(O)CC(CCc3ccc(O)cc3)(C(C)C)OC2=O)c(C(C)(C)C)cc1N. As a reaction SMILES: [K+:44].[K+:45].[NH2:21][c:22]1[cH:23][c:24]([C:40]([CH3:41])([CH3:42])[CH3:43])[c:25]([S:29][S:30]([c:31]2[cH:32][cH:33][c:34]([CH3:35])[cH:36][cH:37]2)(=[O:38])=[O:39])[cH:26][c:27]1[CH3:28].[O-:46][C:47]([O-:48])=[O:49].[O:50]=[CH:51][N:52]([CH3:53])[CH3:54].[OH:1][C:2]1=[CH:3][C:4](=[O:20])[O:5][C:6]([CH:8]([CH3:9])[CH3:10])([CH2:11][CH2:12][c:13]2[cH:14][cH:15][c:16]([OH:19])[cH:17][cH:18]2)[CH2:7]1>>[OH:1][C:2]1=[C:3]([S:29][c:25]2[c:24]([C:40]([CH3:41])([CH3:42])[CH3:43])[cH:23][c:22]([NH2:21])[c:27]([CH3:28])[cH:26]2)[C:4](=[O:20])[O:5][C:6]([CH:8]([CH3:9])[CH3:10])([CH2:11][CH2:12][c:13]2[cH:14][cH:15][c:16]([OH:19])[cH:17][cH:18]2)[CH2:7]1. Starting materials: CCOC(=O)CP(=O)(OCC)OCC, O=C1CC2CCCC12, [H-], [Na+], C1CCOC1, O. Product: CCOC(=O)C=C1CC2CCCC12. Reaction SMILES: [CH3:1][CH2:2][O:3][C:4](=[O:5])[CH2:6][P:7]([O:8][CH2:9][CH3:10])([O:11][CH2:12][CH3:13])=[O:14].[CH:17]12[CH2:18][CH2:19][CH2:20][CH:21]1[C:22](=[O:24])[CH2:23]2.[H-:15].[Na+:16].[O:26]1[CH2:27][CH2:28][CH2:29][CH2:30]1.[OH2:25]>>[CH3:1][CH2:2][O:3][C:4](=[O:5])[CH:6]=[C:22]1[CH:21]2[CH:17]([CH2:18][CH2:19][CH2:20]2)[CH2:23]1. Starting materials: CCCC(=O)Cl, Fc1cc2nc(COc3ccccc3)n(Cc3ccc(Cl)cc3)c2cc1N1CCNCC1, ClCCl. Product: CCCC(=O)N1CCN(c2cc3c(cc2F)nc(COc2ccccc2)n3Cc2ccc(Cl)cc2)CC1. Reaction SMILES: [C:33]([CH2:34][CH2:35][CH3:36])(=[O:37])[Cl:38].[Cl:1][c:2]1[cH:3][cH:4][c:5]([CH2:6][n:7]2[c:8]([CH2:23][O:24][c:25]3[cH:26][cH:27][cH:28][cH:29][cH:30]3)[n:9][c:10]3[c:11]2[cH:12][c:13]([N:17]2[CH2:18][CH2:19][NH:20][CH2:21][CH2:22]2)[c:14]([F:16])[cH:15]3)[cH:31][cH:32]1.[Cl:39][CH2:40][Cl:41]>>[Cl:1][c:2]1[cH:3][cH:4][c:5]([CH2:6][n:7]2[c:8]([CH2:23][O:24][c:25]3[cH:26][cH:27][cH:28][cH:29][cH:30]3)[n:9][c:10]3[c:11]2[cH:12][c:13]([N:17]2[CH2:18][CH2:19][N:20]([C:33]([CH2:34][CH2:35][CH3:36])=[O:37])[CH2:21][CH2:22]2)[c:14]([F:16])[cH:15]3)[cH:31][cH:32]1. Starting materials: N#N (N2), [N+](=O)([O-])C1=NN(C=C1)CC1=CC=C(O1)C(C)=O (1-[5-(3-nitro-pyrazol-1-ylmethyl)-furan-2-yl]-ethanone), C(CO)O (ethylene glycol), CC=1C=CC(=CC1)S(=O)(=O)O (TsOH). Run in C1(=CC=CC=C1)C (toluene), CC(OCC)=O (EA), O (Water). The product is CC1(OCCO1)C1=CC=C(O1)CN1N=C(C=C1)[N+](=O)[O-] (1-[5-(2-Methyl-[1,3]dioxolan-2-yl)-furan-2-ylmethyl]-3-nitro-1H-pyrazole). RXN SMILES: N#N.[N+:3]([C:6]1[CH:10]=[CH:9][N:8]([CH2:11][C:12]2[O:16][C:15]([C:17](=[O:19])[CH3:18])=[CH:14][CH:13]=2)[N:7]=1)([O-:5])=[O:4].[CH2:20](O)[CH2:21][OH:22].CC1C=CC(S(O)(=O)=O)=CC=1>C1(C)C=CC=CC=1.CC(=O)OCC.O>[CH3:18][C:17]1([C:15]2[O:16][C:12]([CH2:11][N:8]3[CH:9]=[CH:10][C:6]([N+:3]([O-:5])=[O:4])=[N:7]3)=[CH:13][CH:14]=2)[O:22][CH2:21][CH2:20][O:19]1. Procedure: In a flame dried round-bottomed flask equipped with a magnetic stir bar and a Dean-Stark apparatus under inert atmosphere (N2), a solution of 1-[5-(3-nitro-pyrazol-1-ylmethyl)-furan-2-yl]-ethanone (1.760 g, 7.48 mmol), ethylene glycol (4.18 mL, 74.98 mmol) and TsOH (14 mg, 0.08 mmol) in toluene (74.8 mL) was heated to reflux for 4 h. The reaction mixture was allowed to cool to rt. Water (125 mL) and EA (25 mL) were added and the aq. phase was extracted with EA (2×50 mL). The combined org. extrac... Starting materials: C1(=CC=CC=C1)[C@@H](C)N1C[C@@H]2COC([C@@H]2C1)=O ((1S,5R)-7-[(1R)-1-Phenylethyl]-3-oxa-7-azabicyclo[3.3.0]octane-2-one), C1(CC1)N (cyclopropylamine). Run in C(C)O (ethanol). Conditions: temperature 80 celsius, time 44 hour. Yields the product C1(CC1)NC(=O)[C@H]1CN(C[C@H]1CO)[C@@H](C)C1=CC=CC=C1 ((3R,4S)—N-cyclopropyl-4-hydroxymethyl-1-[(1S)-1-phenylethyl]pyrrolidine-3-carboxamide). Reaction SMILES: [C:1]1([C@H:7]([N:9]2[CH2:16][C@@H:15]3[C@@H:11]([CH2:12][O:13][C:14]3=[O:17])[CH2:10]2)[CH3:8])[CH:6]=[CH:5][CH:4]=[CH:3][CH:2]=1.[CH:18]1([NH2:21])[CH2:20][CH2:19]1>C(O)C>[CH:18]1([NH:21][C:14]([C@@H:15]2[C@H:11]([CH2:12][OH:13])[CH2:10][N:9]([C@H:7]([C:1]3[CH:6]=[CH:5][CH:4]=[CH:3][CH:2]=3)[CH3:8])[CH2:16]2)=[O:17])[CH2:20][CH2:19]1. Procedure: (1S,5R)-7-[(1R)-1-Phenylethyl]-3-oxa-7-azabicyclo[3.3.0]octane-2-one (7.73 g, 33.4 mmol) was dissolved in ethanol (92 mL). To this solution, cyclopropylamine (46.3 ml) was added and the mixture was stirred at 80° C. for 44 hours and was concentrated under reduced pressure. The residue was dissolved in ethyl acetate (300 mL), washed with water (2×50 mL), dried over anhydrous sodium sulfate, and concentrated under reduced pressure. Diisopropylether (300 mL) was added to the residue and the solutio... The reactants are C#CCNCC=O, CCOC(C)=O, O=C=Nc1nnc(C2CC2)s1. The product is C#CCN(CC=O)C(=O)Nc1nnc(C2CC2)s1. RXN SMILES: [CH2:12]([C:13]#[CH:14])[NH:15][CH2:16][CH:17]=[O:18].[CH3:19][CH2:20][O:21][C:22](=[O:23])[CH3:24].[CH:1]1([c:4]2[n:5][n:6][c:7]([N:9]=[C:10]=[O:11])[s:8]2)[CH2:2][CH2:3]1>>[CH:1]1([c:4]2[n:5][n:6][c:7]([NH:9][C:10](=[O:11])[N:15]([CH2:12][C:13]#[CH:14])[CH2:16][CH:17]=[O:18])[s:8]2)[CH2:2][CH2:3]1. Yields the product CCCSc1c(C(=O)N(C)C2CCCCC2)cnn1-c1ccc(C(=O)O)cc1. Reactants: CO, CCCSc1c(C(=O)N(C)C2CCCCC2)cnn1-c1ccc(C(=O)OC)cc1, [Na+], [OH-]. As a reaction SMILES: [CH3:32][OH:33].[CH:1]1([N:7]([C:8](=[O:9])[c:10]2[cH:11][n:12][n:13](-[c:19]3[cH:20][cH:21][c:22]([C:23](=[O:24])[O:25][CH3:26])[cH:27][cH:28]3)[c:14]2[S:15][CH2:16][CH2:17][CH3:18])[CH3:29])[CH2:2][CH2:3][CH2:4][CH2:5][CH2:6]1.[Na+:31].[OH-:30]>>[CH:1]1([N:7]([C:8](=[O:9])[c:10]2[cH:11][n:12][n:13](-[c:19]3[cH:20][cH:21][c:22]([C:23](=[O:24])[OH:25])[cH:27][cH:28]3)[c:14]2[S:15][CH2:16][CH2:17][CH3:18])[CH3:29])[CH2:2][CH2:3][CH2:4][CH2:5][CH2:6]1. The reactants are C(C)(C)(C)OC(NC(C)(C)C(N[C@H](CCCC1=CC=CC=C1)C(=O)N1C[C@@]2(N(CC1)C(N(C2=O)CC(F)(F)F)=O)CC2=NC=CC=C2)=O)=O ((1-{1(R)-[1,3-Dioxo-8a(S)-Pyridin-2-Ylmethyl-2-(2,2,2-Trifluoro-Ethyl)-Hexahydro-Imidazo[1,5-a]Pyrazine-7-Carbonyl]-4-Phenyl-Butylcarbamoyl}-1-Methyl-Ethyl)-Carbamic Acid Tert-Butyl Ester), Cl (HCl). Run in CCO (EtOH). Reaction conditions: temperature 0 celsius, time 1 hour. The product is Cl.NC(C(=O)N[C@H](CCCC1=CC=CC=C1)C(=O)N1C[C@@]2(N(CC1)C(N(C2=O)CC(F)(F)F)=O)CC2=NC=CC=C2)(C)C (2-Amino-N-{1(R)-[1,3-Dioxo-8a(S)-Pyridin-2-Ylmethyl-2-(2,2,2-Trifluoro-Ethyl)-Hexahydro-Imidazo[1,5-a]Pyrazine-7-Carbonyl]-4-Phenyl-Butyl}-2-Methyl-Propionamide, Hydrochloride). Reaction SMILES: C(OC(=O)[NH:7][C:8]([C:11](=[O:48])[NH:12][C@@H:13]([C:23]([N:25]1[CH2:30][CH2:29][N:28]2[C:31](=[O:40])[N:32]([CH2:35][C:36]([F:39])([F:38])[F:37])[C:33](=[O:34])[C@:27]2([CH2:41][C:42]2[CH:47]=[CH:46][CH:45]=[CH:44][N:43]=2)[CH2:26]1)=[O:24])[CH2:14][CH2:15][CH2:16][C:17]1[CH:22]=[CH:21][CH:20]=[CH:19][CH:18]=1)([CH3:10])[CH3:9])(C)(C)C.[ClH:50]>CCO>[ClH:50].[NH2:7][C:8]([CH3:10])([CH3:9])[C:11]([NH:12][C@@H:13]([C:23]([N:25]1[CH2:30][CH2:29][N:28]2[C:31](=[O:40])[N:32]([CH2:35][C:36]([F:37])([F:38])[F:39])[C:33](=[O:34])[C@:27]2([CH2:41][C:42]2[CH:47]=[CH:46][CH:45]=[CH:44][N:43]=2)[CH2:26]1)=[O:24])[CH2:14][CH2:15][CH2:16][C:17]1[CH:22]=[CH:21][CH:20]=[CH:19][CH:18]=1)=[O:48] |f:3.4|. Procedure details: To a solution of the compound of Example 199, Step D (73 mg) in EtOH (5 mL, 0° C.) was added conc. HCl (0.5 mL). The solution was stirred at 0° C. for 1 h and concentrated down to deliver 68 mg of Example 199, Step E:+APcl MS (M+1)+ 589; 1H NMR=400 MHz (CD3OD) δ: 8.36 (d, 1H), 4.86 (br m, 3H), 1.44 (s, 3H), 1.42 (s, 3H). Starting materials: C=1C=C2C(=C(C1)N)CN(C2=O)C3CCC(=O)NC3=O (lenalidomide), C(CC)(=O)Cl (Propionyl chloride). Solvent: N1=CC=CC=C1 (pyridine). The product is O=C1NC(CCC1N1C(C2=CC=CC(=C2C1)NC(CC)=O)=O)=O (N-(2-(2,6-dioxopiperidin-3-yl)-1-oxoisoindolin-4-yl)propionamide). Yield: 49.4%. As a reaction SMILES: [CH:1]1[CH:2]=[C:3]2[C:10](=[O:11])[N:9]([CH:12]3[C:18](=[O:19])[NH:17][C:15](=[O:16])[CH2:14][CH2:13]3)[CH2:8][C:4]2=[C:5]([NH2:7])[CH:6]=1.[C:20](Cl)(=[O:23])[CH2:21][CH3:22]>N1C=CC=CC=1>[O:19]=[C:18]1[CH:12]([N:9]2[CH2:8][C:4]3[C:3](=[CH:2][CH:1]=[CH:6][C:5]=3[NH:7][C:20](=[O:23])[CH2:21][CH3:22])[C:10]2=[O:11])[CH2:13][CH2:14][C:15](=[O:16])[NH:17]1. Procedure: A solution of lenalidomide (0.020 g, 0.077 mmol) in pyridine (0.8 mL) was cooled to 0° C. (ice bath). Propionyl chloride (0.009 mL, 0.100 mmol) was added dropwise and the reaction was allowed to warm to room temperature over 16 h. Volatiles were removed in vacuo and the crude residue was purified by flash chromatography on silica gel (0→5% MeOH in DCM as eluant) to afford desired product 27 (0.012 g, 50%) as an off-white powder. 1H NMR (400 MHz, DMSO) δ 11.04 (s, 1H), 9.79 (s, 1H), 7.80 (dd, J=6...